Task: describe an organic reaction: reactants, conditions, products, and yield. Dataset: the Open Reaction Database (ORD), a public repository of structured organic reaction records The reactants are CC#N, CCN(C(C)C)C(C)C, ClCCl, CI, O=C(c1ccc(-c2ccccc2C(F)(F)F)cc1)N1CCNC(c2ccccc2)C1. Product: CN1CCN(C(=O)c2ccc(-c3ccccc3C(F)(F)F)cc2)CC1c1ccccc1. As a reaction SMILES: [CH3:42][C:43]#[N:44].[CH:31]([N:32]([CH2:33][CH3:34])[CH:35]([CH3:36])[CH3:37])([CH3:38])[CH3:39].[Cl:45][CH2:46][Cl:47].[I:40][CH3:41].[c:1]1([CH:7]2[CH2:8][N:9]([C:13](=[O:14])[c:15]3[cH:16][cH:17][c:18](-[c:21]4[c:22]([C:27]([F:28])([F:29])[F:30])[cH:23][cH:24][cH:25][cH:26]4)[cH:19][cH:20]3)[CH2:10][CH2:11][NH:12]2)[cH:2][cH:3][cH:4][cH:5][cH:6]1>>[c:1]1([CH:7]2[CH2:8][N:9]([C:13](=[O:14])[c:15]3[cH:16][cH:17][c:18](-[c:21]4[c:22]([C:27]([F:28])([F:29])[F:30])[cH:23][cH:24][cH:25][cH:26]4)[cH:19][cH:20]3)[CH2:10][CH2:11][N:12]2[CH3:31])[cH:2][cH:3][cH:4][cH:5][cH:6]1. The reactants are Cc1ccccc1N1CCCC2c3c(Br)cccc3CCC21, C[Si](C)(C)N=C=O, CC#N, C1CCOC1. Yields the product Cc1ccccc1N1CCCC2c3c(cccc3C(N)=O)CCC21. As a reaction SMILES: [Br:1][c:2]1[cH:3][cH:4][cH:5][c:6]2[c:7]1[CH:8]1[CH2:9][CH2:10][CH2:11][N:12]([c:16]3[c:17]([CH3:22])[cH:18][cH:19][cH:20][cH:21]3)[CH:13]1[CH2:14][CH2:15]2.[CH3:23][Si:24]([CH3:25])([CH3:26])[N:27]=[C:28]=[O:29].[CH3:30][C:31]#[N:32].[O:33]1[CH2:34][CH2:35][CH2:36][CH2:37]1>>[c:2]1([C:28]([NH2:27])=[O:29])[cH:3][cH:4][cH:5][c:6]2[c:7]1[CH:8]1[CH2:9][CH2:10][CH2:11][N:12]([c:16]3[c:17]([CH3:22])[cH:18][cH:19][cH:20][cH:21]3)[CH:13]1[CH2:14][CH2:15]2. The reactants are COc1ccc(C(=O)OC(C(=O)O)(C(=O)c2ccc(OC)cc2)C(O)C(=O)O)cc1, CCOC(C)=O, COc1ccc(OC(F)(F)F)cc1C(=O)Cl, CCCCCC, CCOC(C)=O, [Na+], [Na+], O=C([O-])[O-], OCCC1(c2ccccc2)CCNC1. Yields the product COc1ccc(OC(F)(F)F)cc1C(=O)N1CCC(CCO)(c2ccccc2)C1. As a reaction SMILES: [C:1]([O:2][C:3]([C:4](=[O:5])[c:6]1[cH:7][cH:8][c:9]([O:10][CH3:11])[cH:12][cH:13]1)([CH:14]([C:15]([OH:16])=[O:17])[OH:18])[C:19]([OH:20])=[O:21])(=[O:22])[c:23]1[cH:24][cH:25][c:26]([O:27][CH3:28])[cH:29][cH:30]1.[C:73]([O:74][CH2:75][CH3:76])(=[O:77])[CH3:78].[CH3:51][O:52][c:53]1[c:54]([C:55](=[O:56])[Cl:57])[cH:58][c:59]([O:62][C:63]([F:64])([F:65])[F:66])[cH:60][cH:61]1.[CH3:67][CH2:68][CH2:69][CH2:70][CH2:71][CH3:72].[CH3:79][CH2:80][O:81][C:82](=[O:83])[CH3:84].[Na+:45].[Na+:46].[O-:47][C:48](=[O:49])[O-:50].[c:31]1([C:37]2([CH2:42][CH2:43][OH:44])[CH2:38][NH:39][CH2:40][CH2:41]2)[cH:32][cH:33][cH:34][cH:35][cH:36]1>>[c:31]1([C:37]2([CH2:42][CH2:43][OH:44])[CH2:38][N:39]([C:55]([c:54]3[c:53]([O:52][CH3:51])[cH:61][cH:60][c:59]([O:62][C:63]([F:64])([F:65])[F:66])[cH:58]3)=[O:56])[CH2:40][CH2:41]2)[cH:32][cH:33][cH:34][cH:35][cH:36]1.